The task is: describe an organic reaction: reactants, conditions, products, and yield. This data is from the Open Reaction Database (ORD), a public repository of structured organic reaction records. Starting materials: CC(=O)[O-], CCO, CCOC(=O)CC(=O)CC(C)C, [NH4+]. Yields the product CCOC(=O)CC(N)CC(C)C. Reaction SMILES: [CH3:14][C:15](=[O:16])[O-:17].[CH3:18][CH2:19][OH:20].[CH3:1][CH:2]([CH2:3][C:4]([CH2:5][C:6](=[O:7])[O:8][CH2:9][CH3:10])=[O:11])[CH3:12].[NH4+:13]>>[CH3:1][CH:2]([CH2:3][CH:4]([CH2:5][C:6](=[O:7])[O:8][CH2:9][CH3:10])[NH2:13])[CH3:12]. Reactants: O=C(O)CC1C2CC3CC(C2)CC1C3, O=C=NCC1C2CC3CC(C2)CC1C3, O=c1[nH]cc(F)c(=O)[nH]1, [N-]=[N+]=NP(=O)(c1ccccc1)c1ccccc1, c1ccncc1. The product is O=C(NCC1C2CC3CC(C2)CC1C3)n1cc(F)c(=O)[nH]c1=O. Reaction SMILES: [CH:1]12[CH2:2][CH:3]3[CH2:4][CH:5]([CH2:6][CH:7]([CH2:8]3)[CH:9]1[CH2:10][C:11]([OH:12])=[O:13])[CH2:14]2.[CH:32]12[CH:33]([CH2:42][N:43]=[C:44]=[O:45])[CH:34]3[CH2:35][CH:36]([CH2:37][CH:38]([CH2:39]1)[CH2:40]3)[CH2:41]2.[F:46][c:47]1[c:48](=[O:54])[nH:49][c:50](=[O:53])[nH:51][cH:52]1.[c:15]1([P:16]([N:17]=[N+:18]=[N-:19])([c:20]2[cH:21][cH:22][cH:23][cH:24][cH:25]2)=[O:26])[cH:27][cH:28][cH:29][cH:30][cH:31]1.[cH:55]1[cH:56][cH:57][n:58][cH:59][cH:60]1>>[CH:32]12[CH:33]([CH2:42][NH:43][C:44](=[O:45])[n:51]3[c:50](=[O:53])[nH:49][c:48](=[O:54])[c:47]([F:46])[cH:52]3)[CH:34]3[CH2:35][CH:36]([CH2:37][CH:38]([CH2:39]1)[CH2:40]3)[CH2:41]2. Starting materials: COP(=O)(OC)O/C(=C\Cl)/C1=CC(=C(C=C1Cl)Cl)Cl (Gordona), C(CC(C)O)O (1,3-butanediol). Product: C(C[C@@H](C)O)O ((R)-1,3-butanediol), COP(=O)(OC)O/C(=C\Cl)/C1=CC(=C(C=C1Cl)Cl)Cl (Gordona). As a reaction SMILES: [CH3:1][O:2][P:3]([O:7]/[C:8](/[C:11]1[C:16]([Cl:17])=[CH:15][C:14]([Cl:18])=[C:13]([Cl:19])[CH:12]=1)=[CH:9]\[Cl:10])([O:5][CH3:6])=[O:4].[CH2:20]([OH:25])[CH2:21][CH:22]([OH:24])[CH3:23]>>[CH2:20]([OH:25])[CH2:21][C@H:22]([OH:24])[CH3:23].[CH3:6][O:5][P:3]([O:7]/[C:8](/[C:11]1[C:16]([Cl:17])=[CH:15][C:14]([Cl:18])=[C:13]([Cl:19])[CH:12]=1)=[CH:9]\[Cl:10])([O:2][CH3:1])=[O:4]. Reported procedure: The microorganisms usable in the present invention include those belonging to the genera Rhodococcus, Gordona and Streptomyces and capable of acting on an enantiomorphic mixture of 1,3-butanediol so as to leave (R)-1,3-butanediol as such and those belonging to the genera Rhodococcus and Gordona capable of acting on an enantiomorphic mixture of 1,3-butanediol so as to leave (S)-1,3-butanediol as such. Reactants: O=C([O-])[O-], CCI, CN(C)C=O, [K+], [K+], COc1ccccc1CNCC(Cc1c[nH]c2ccccc12)NC(=O)CN1CCN(c2ccccc2)CC1. Product: CCN(Cc1ccccc1OC)CC(Cc1c[nH]c2ccccc12)NC(=O)CN1CCN(c2ccccc2)CC1. RXN SMILES: [C:42](=[O:43])([O-:44])[O-:45].[CH2:39]([CH3:40])[I:41].[CH3:48][N:49]([CH3:50])[CH:51]=[O:52].[K+:46].[K+:47].[nH:1]1[cH:2][c:3]([CH2:10][CH:11]([CH2:12][NH:13][CH2:14][c:15]2[c:16]([O:21][CH3:22])[cH:17][cH:18][cH:19][cH:20]2)[NH:23][C:24]([CH2:25][N:26]2[CH2:27][CH2:28][N:29]([c:32]3[cH:33][cH:34][cH:35][cH:36][cH:37]3)[CH2:30][CH2:31]2)=[O:38])[c:4]2[cH:5][cH:6][cH:7][cH:8][c:9]12>>[nH:1]1[cH:2][c:3]([CH2:10][CH:11]([CH2:12][N:13]([CH2:14][c:15]2[c:16]([O:21][CH3:22])[cH:17][cH:18][cH:19][cH:20]2)[CH2:39][CH3:40])[NH:23][C:24]([CH2:25][N:26]2[CH2:27][CH2:28][N:29]([c:32]3[cH:33][cH:34][cH:35][cH:36][cH:37]3)[CH2:30][CH2:31]2)=[O:38])[c:4]2[cH:5][cH:6][cH:7][cH:8][c:9]12. Reactants: CCOC(C)=O, COc1cc(C)cc(C)c1-c1cccc2c(N(CC3CC3)CC3CC3)c(SC)nn12, O=C(OO)c1cccc(Cl)c1, ClCCl, O. Yields the product COc1cc(C)cc(C)c1-c1cccc2c(N(CC3CC3)CC3CC3)c(S(C)=O)nn12. Reaction SMILES: [CH3:43][CH2:44][O:45][C:46](=[O:47])[CH3:48].[CH:12]1([CH2:15][N:16]([c:17]2[c:18]([S:36][CH3:37])[n:19][n:20]3[c:21]2[cH:22][cH:23][cH:24][c:25]3-[c:26]2[c:27]([O:34][CH3:35])[cH:28][c:29]([CH3:33])[cH:30][c:31]2[CH3:32])[CH2:38][CH:39]2[CH2:40][CH2:41]2)[CH2:13][CH2:14]1.[Cl:1][c:2]1[cH:3][cH:4][cH:5][c:6]([C:7]([O:8][OH:10])=[O:9])[cH:11]1.[Cl:49][CH2:50][Cl:51].[OH2:42]>>[O:9]=[S:36]([c:18]1[c:17]([N:16]([CH2:15][CH:12]2[CH2:13][CH2:14]2)[CH2:38][CH:39]2[CH2:40][CH2:41]2)[c:21]2[n:20]([n:19]1)[c:25](-[c:26]1[c:27]([O:34][CH3:35])[cH:28][c:29]([CH3:33])[cH:30][c:31]1[CH3:32])[cH:24][cH:23][cH:22]2)[CH3:37]. Reactants: BrCCCOCc1ccccc1, CC(C)(C)C(=O)OCC1OC(Oc2n[nH]c3nccc(CCc4ccc(OC(=O)C(C)(C)C)cc4)c23)C(OC(=O)C(C)(C)C)C(OC(=O)C(C)(C)C)C1OC(=O)C(C)(C)C, O=C([O-])[O-], CC(C)=O, [Cs+], [Cs+], [I-], [Na+]. The product is CC(C)(C)C(=O)OCC1OC(Oc2nn(CCCOCc3ccccc3)c3nccc(CCc4ccc(OC(=O)C(C)(C)C)cc4)c23)C(OC(=O)C(C)(C)C)C(OC(=O)C(C)(C)C)C1OC(=O)C(C)(C)C. RXN SMILES: [Br:67][CH2:68][CH2:69][CH2:70][O:71][CH2:72][c:73]1[cH:74][cH:75][cH:76][cH:77][cH:78]1.[C:1]([C:2]([CH3:3])([CH3:4])[CH3:5])(=[O:6])[O:7][CH:8]1[CH:9]([O:36][c:37]2[n:38][nH:39][c:40]3[n:41][cH:42][cH:43][c:44]([CH2:46][CH2:47][c:48]4[cH:49][cH:50][c:51]([O:54][C:55]([C:56]([CH3:57])([CH3:58])[CH3:59])=[O:60])[cH:52][cH:53]4)[c:45]23)[O:10][CH:11]([CH2:28][O:29][C:30]([C:31]([CH3:32])([CH3:33])[CH3:34])=[O:35])[CH:12]([O:21][C:22]([C:23]([CH3:24])([CH3:25])[CH3:26])=[O:27])[CH:13]1[O:14][C:15]([C:16]([CH3:17])([CH3:18])[CH3:19])=[O:20].[C:61](=[O:62])([O-:63])[O-:64].[CH3:81][C:82](=[O:83])[CH3:84].[Cs+:65].[Cs+:66].[I-:80].[Na+:79]>>[C:1]([C:2]([CH3:3])([CH3:4])[CH3:5])(=[O:6])[O:7][CH:8]1[CH:9]([O:36][c:37]2[n:38][n:39]([CH2:68][CH2:69][CH2:70][O:71][CH2:72][c:73]3[cH:74][cH:75][cH:76][cH:77][cH:78]3)[c:40]3[n:41][cH:42][cH:43][c:44]([CH2:46][CH2:47][c:48]4[cH:49][cH:50][c:51]([O:54][C:55]([C:56]([CH3:57])([CH3:58])[CH3:59])=[O:60])[cH:52][cH:53]4)[c:45]23)[O:10][CH:11]([CH2:28][O:29][C:30]([C:31]([CH3:32])([CH3:33])[CH3:34])=[O:35])[CH:12]([O:21][C:22]([C:23]([CH3:24])([CH3:25])[CH3:26])=[O:27])[CH:13]1[O:14][C:15]([C:16]([CH3:17])([CH3:18])[CH3:19])=[O:20]. Reactants: [OH-].[Na+] (sodium hydroxide), O1[C@H](C(=O)OC2=CC=CC=C2)[C@H]1C1CCCCC1 (phenyl (2S,3R)-2,3-epoxy-3-cyclohexylpropionate), O.O.P(=O)(O)(O)[O-].[Na+] (sodium dihydrogenphosphate dihydrate). Solvent: CO (methanol). Run at temperature 0 celsius, time 1 hour. Product: O1[C@H](C(=O)O)[C@H]1C1CCCCC1 ((2S,3R)-2,3-epoxy-3-cyclohexylpropionic acid). Isolated yield 48.4%. RXN SMILES: [O:1]1[C@H:12]([CH:13]2[CH2:18][CH2:17][CH2:16][CH2:15][CH2:14]2)[C@H:2]1[C:3]([O:5]C1C=CC=CC=1)=[O:4].[OH-].[Na+].O.O.P([O-])(O)(O)=O.[Na+]>CO>[O:1]1[C@H:12]([CH:13]2[CH2:14][CH2:15][CH2:16][CH2:17][CH2:18]2)[C@H:2]1[C:3]([OH:5])=[O:4] |f:1.2,3.4.5.6|. Procedure: Into a 2,000 ml three-necked flask equipped with a dropping funnel and a stirrer, the phenyl (2S,3R)-2,3-epoxy-3-cyclohexylpropionate (54.0 g, 219 mmol) obtained in Example 2 and methanol (437 ml) were charged and cooled to 0° C. Then, a 4% sodium hydroxide aqueous solution (250 g, 250 mmol) was added thereto over a period of 1 hour, and the reaction was carried out for further 2 hours at the same temperature. After completion of the reaction, sodium dihydrogenphosphate dihydrate (3.42 g) was ad... The reactants are C(C)(C)(C)OC(=O)N/C=1/C\C(=C/C2=C(\N1)C=C(C=C2)C2=CC=C(C=C2)CC(=O)OCCC)\C(N(CCC)CCCO[Si](C)(C)C(C)(C)C)=O (Propyl 2-(4-((1E,4E)-2-(tert-butoxycarbonylamino)-4-((3-(tert-butyldimethylsilyloxy)propyl)(propyl)carbamoyl)-3H-benzo[b]azepin-8-yl)phenyl)acetate). The solvent is ClCCl (dichloromethane), C(=O)(C(F)(F)F)O (TFA). Conditions: time 1 hour. Yields the product N/C=1/C\C(=C/C2=C(\N1)C=C(C=C2)C2=CC=C(C=C2)CC(=O)OCCC)\C(N(CCC)CCCO)=O (propyl 2-(4-((1E,4E)-2-amino-4-((3-hydroxypropyl)(propyl)carbamoyl)-3H-benzo[b]azepin-8-yl)phenyl)acetate). As a reaction SMILES: C(OC([NH:8][C:9]1[CH2:10][C:11]([C:33](=[O:49])[N:34]([CH2:38][CH2:39][CH2:40][O:41][Si](C(C)(C)C)(C)C)[CH2:35][CH2:36][CH3:37])=[CH:12][C:13]2[CH:19]=[CH:18][C:17]([C:20]3[CH:25]=[CH:24][C:23]([CH2:26][C:27]([O:29][CH2:30][CH2:31][CH3:32])=[O:28])=[CH:22][CH:21]=3)=[CH:16][C:14]=2[N:15]=1)=O)(C)(C)C>ClCCl.C(O)(C(F)(F)F)=O>[NH2:8][C:9]1[CH2:10][C:11]([C:33](=[O:49])[N:34]([CH2:38][CH2:39][CH2:40][OH:41])[CH2:35][CH2:36][CH3:37])=[CH:12][C:13]2[CH:19]=[CH:18][C:17]([C:20]3[CH:21]=[CH:22][C:23]([CH2:26][C:27]([O:29][CH2:30][CH2:31][CH3:32])=[O:28])=[CH:24][CH:25]=3)=[CH:16][C:14]=2[N:15]=1. Reported procedure: Propyl 2-(4-((1E,4E)-2-(tert-butoxycarbonylamino)-4-((3-(tert-butyldimethylsilyloxy)propyl)(propyl)carbamoyl)-3H-benzo[b]azepin-8-yl)phenyl)acetate was dissolved in 2 mls of dichloromethane and 0.5 ml of TFA. After about one hour, the mixture was concentrated under reduced pressure and the resulting residue was then re-dissolved in dichloromethane and 1 ml of concentrated ammonium hydroxide added and the mixture vigorously stirred for 15 minutes. This mixture was then diluted with water, extract...